Dataset: the Open Reaction Database (ORD), a public repository of structured organic reaction records. Task: describe an organic reaction: reactants, conditions, products, and yield The reactants are BrC1=CC=C(C=C1)C(CCCCN1CCC(CC1)C=1C=C(C=CC1)NC(C(C)C)=O)=O (N-(3-{1-[5-(4-bromophenyl)-5-oxopentyl]-4-piperidinyl}phenyl)-2-methylpropanamide), Cl.CC1=CC=C(C=C1)NN (4-methylphenylhydrazine hydrochloride). Product: BrC1=CC=C(C=C1)C=1NC2=CC=C(C=C2C1CCCN1CCC(CC1)C=1C=C(C=CC1)NC(C(C)C)=O)C (N-[3-(1-{3-[2-(4-BROMOPHENYL)-5-METHYL-1H-INDOL-3-YL]PROPYL}-4-PIPERIDINYL)PHENYL]-2-METHYLPROPANAMIDE). As a reaction SMILES: [Br:1][C:2]1[CH:7]=[CH:6][C:5]([C:8](=O)[CH2:9][CH2:10][CH2:11][CH2:12][N:13]2[CH2:18][CH2:17][CH:16]([C:19]3[CH:20]=[C:21]([NH:25][C:26](=[O:30])[CH:27]([CH3:29])[CH3:28])[CH:22]=[CH:23][CH:24]=3)[CH2:15][CH2:14]2)=[CH:4][CH:3]=1.Cl.[CH3:33][C:34]1[CH:39]=[CH:38][C:37]([NH:40]N)=[CH:36][CH:35]=1>>[Br:1][C:2]1[CH:7]=[CH:6][C:5]([C:8]2[NH:40][C:37]3[C:38]([C:9]=2[CH2:10][CH2:11][CH2:12][N:13]2[CH2:18][CH2:17][CH:16]([C:19]4[CH:20]=[C:21]([NH:25][C:26](=[O:30])[CH:27]([CH3:29])[CH3:28])[CH:22]=[CH:23][CH:24]=4)[CH2:15][CH2:14]2)=[CH:39][C:34]([CH3:33])=[CH:35][CH:36]=3)=[CH:4][CH:3]=1 |f:1.2|. Reported procedure: Prepared by Procedure E and Scheme M using N-(3-{1-[5-(4-bromophenyl)-5-oxopentyl]-4-piperidinyl}phenyl)-2-methylpropanamide and 4-methylphenylhydrazine hydrochloride: ESMS m/e: 572.0 (M+H)+. Reactants: C(C)OC(C(=CC(=O)C1=CC=C(C=C1)C1=CC=C(C=C1)F)C)=O (2-methyl-4-(4'-fluoro-4-biphenylyl)-4-oxo-2-butenoic acid ethyl ester), O.NN (hydrazine hydrate), Cl (hydrochloric acid). Run in O (water). Conditions: time 1 hour. Yields the product CC=1C(NN=C(C1)C1=CC=C(C=C1)C1=CC=C(C=C1)F)=O (4-methyl-6-(4'-fluoro-4-biphenylyl)-2,3-dihydropyridazin-3-one). RXN SMILES: C([O:3][C:4](=O)[C:5]([CH3:22])=[CH:6][C:7]([C:9]1[CH:14]=[CH:13][C:12]([C:15]2[CH:20]=[CH:19][C:18]([F:21])=[CH:17][CH:16]=2)=[CH:11][CH:10]=1)=O)C.O.[NH2:25][NH2:26].Cl>O>[CH3:22][C:5]1[C:4](=[O:3])[NH:25][N:26]=[C:7]([C:9]2[CH:14]=[CH:13][C:12]([C:15]3[CH:20]=[CH:19][C:18]([F:21])=[CH:17][CH:16]=3)=[CH:11][CH:10]=2)[CH:6]=1 |f:1.2|. Reported procedure: A mixture of 31.2 g of 2-methyl-4-(4'-fluoro-4-biphenylyl)-4-oxo-2-butenoic acid ethyl ester, 60 ml of 24% aqueous hydrazine hydrate solution and 50 ml of water is boiled for one hour. When it has cooled, 25 ml of concentrated hydrochloric acid is added and the liquid is boiled for an additional 30 minutes. After again cooling the mixture, the 4-methyl-6-(4'-fluoro-4-biphenylyl)-2,3-dihydropyridazin-3-one obtained is filtered off and washed with water. m.p. 247°-248°. Reactants: CN(C)C=O (DMF), ice, C(C1=CC=CC=C1)N(C(C)=O)\C=C\C (N-benzyl-N—((E)-propenyl)-acetamide), C(=O)(Cl)Cl (phosgene). Run at temperature 0 celsius, time 30 minute. Yields the product ClC1=NC=C(C=C1C=O)C (2-Chloro-5-methyl-pyridine-3-carbaldehyde). Reaction SMILES: CN([CH:4]=[O:5])C.[CH2:6]([N:13](/C=C/C)C(=O)C)[C:7]1[CH:12]=CC=[CH:9][CH:8]=1.[C:20]([Cl:23])(Cl)=O>>[Cl:23][C:20]1[C:9]([CH:4]=[O:5])=[CH:8][C:7]([CH3:12])=[CH:6][N:13]=1. Procedure details: DMF (2.86 mL, 37.0 mmol) was added slowly over 2 minutes to an ice-cold solution of N-benzyl-N—((E)-propenyl)-acetamide (1.0 g, 5.3 mmol) and phosgene (20% in toluene; 18.3 mL, 37.0 mmol). After stirring for 30 minutes at 0° C., the ice bath was removed, and the reaction was stirred at room temperature for 2 hours, and then heated to 75° C. for 4.5 hours. The mixture was poured over ice and extracted with CH2Cl2. The organic layer was dried over MgSO4, filtered, and concentrated, and the residue... The reactants are ClC1=NN=C(C2=CC=CC=C12)CC1=CC=NC=C1 (1-chloro-4-(4-pyridylmethyl)phthalazine), C1(=CC=CC=C1)[C@H](C)N ((S)-1 phenylethylamine). The solvent is C(CCC)O (1-butanol). Reaction conditions: temperature 110 celsius, time 24 hour. The product is C1(=CC=CC=C1)[C@H](C)NC1=NN=C(C2=CC=CC=C12)CC1=CC=NC=C1 ((S)-1-(1-Phenylethylamino)-4-(4-pyridylmethyl)phthalazine). RXN SMILES: Cl[C:2]1[C:11]2[C:6](=[CH:7][CH:8]=[CH:9][CH:10]=2)[C:5]([CH2:12][C:13]2[CH:18]=[CH:17][N:16]=[CH:15][CH:14]=2)=[N:4][N:3]=1.[C:19]1([C@@H:25]([NH2:27])[CH3:26])[CH:24]=[CH:23][CH:22]=[CH:21][CH:20]=1>C(O)CCC>[C:19]1([C@@H:25]([NH:27][C:2]2[C:11]3[C:6](=[CH:7][CH:8]=[CH:9][CH:10]=3)[C:5]([CH2:12][C:13]3[CH:18]=[CH:17][N:16]=[CH:15][CH:14]=3)=[N:4][N:3]=2)[CH3:26])[CH:24]=[CH:23][CH:22]=[CH:21][CH:20]=1. Procedure: A mixture of 0.511 g (2 mmol) 1-chloro-4-(4-pyridylmethyl)phthalazine, 1.273 ml (10 mmol) (S)-1 phenylethylamine and 5 ml 1-butanol is stirred for 24 h at 110° C. The reaction mixture is evaporated under vacuum and the residue distributed between dichloromethane and 20% aqueous potassium carbonate solution. The organic phase dried over anhydrous sodium sulfate is evaporated in the RE and then under HV and the residue purified on silica gel by flash chromatography using dichloromethane/methanol (... The reactants are BrC1=CC=C(C=C1)C1=NC=2C(=NC=CC2)N1CC(=O)O (2-(4-bromophenyl)-3H-imidazo[4,5-b]pyridine-3-acetic acid), C(=O)(N1C=NC=C1)N1C=NC=C1 (1,1'-carbonyldiimidazole), CNC (dimethylamine). Run in O1CCCC1 (tetrahydrofuran). Run at time 2 hour. Product: BrC1=CC=C(C=C1)C1=NC=2C(=NC=CC2)N1CC(=O)N(C)C (2-(4-Bromophenyl)-N,N-dimethyl-3H-imidazo[4,5-b]pyridine-3-acetamide). Isolated yield 63.4%. Reaction SMILES: [Br:1][C:2]1[CH:7]=[CH:6][C:5]([C:8]2[N:16]([CH2:17][C:18]([OH:20])=O)[C:11]3=[N:12][CH:13]=[CH:14][CH:15]=[C:10]3[N:9]=2)=[CH:4][CH:3]=1.[C:21](N1C=CN=C1)([N:23]1C=CN=[CH:24]1)=O.CNC>O1CCCC1>[Br:1][C:2]1[CH:3]=[CH:4][C:5]([C:8]2[N:16]([CH2:17][C:18]([N:23]([CH3:24])[CH3:21])=[O:20])[C:11]3=[N:12][CH:13]=[CH:14][CH:15]=[C:10]3[N:9]=2)=[CH:6][CH:7]=1. Reported procedure: A suspension of 2-(4-bromophenyl)-3H-imidazo[4,5-b]pyridine-3-acetic acid (5.5 g, 0.0166 mole), 1,1'-carbonyldiimidazole (2.7 g, 0.0166 mole), and anhydrous tetrahydrofuran (100 ml) was stirred at room temperature with a stream of nitrogen bubbling through it for 21/2 hours. The nitrogen flow was stopped and a solution of dimethylamine (0.5M in tetrahydrofuran) (66 ml) was added. The solution was stirred at room temperature, stoppered, for 16 hours. The reaction mixture was concentrated in vacuo... Reactants: CCO, Cn1c(C=O)nnc1NCCCOc1cccc(CN2CCCCC2)c1, Cl, [K+], NO, [OH-]. The product is Cn1c(C=NO)nnc1NCCCOc1cccc(CN2CCCCC2)c1. RXN SMILES: [CH3:32][CH2:33][OH:34].[CH3:6][n:7]1[c:8]([CH:30]=[O:31])[n:9][n:10][c:11]1[NH:12][CH2:13][CH2:14][CH2:15][O:16][c:17]1[cH:18][c:19]([CH2:23][N:24]2[CH2:25][CH2:26][CH2:27][CH2:28][CH2:29]2)[cH:20][cH:21][cH:22]1.[ClH:1].[K+:5].[NH2:2][OH:3].[OH-:4]>>[N:2]([OH:3])=[CH:30][c:8]1[n:7]([CH3:6])[c:11]([NH:12][CH2:13][CH2:14][CH2:15][O:16][c:17]2[cH:18][c:19]([CH2:23][N:24]3[CH2:25][CH2:26][CH2:27][CH2:28][CH2:29]3)[cH:20][cH:21][cH:22]2)[n:10][n:9]1. Starting materials: CN(C)CCCCl, CN(C)CCCOCc1nc2c(n1COCC[Si](C)(C)C)-c1ccccc1Sc1ccccc1-2, Cl. Yields the product CN(C)CCCOCc1nc2c([nH]1)-c1ccccc1Sc1ccccc1-2. RXN SMILES: [CH3:2][N:3]([CH3:4])[CH2:5][CH2:6][CH2:7][Cl:8].[CH3:9][N:10]([CH2:11][CH2:12][CH2:13][O:14][CH2:15][c:16]1[n:17][c:18]2[c:24]([n:25]1[CH2:26][O:27][CH2:28][CH2:29][Si:30]([CH3:31])([CH3:32])[CH3:33])-[c:23]1[c:22]([cH:37][cH:36][cH:35][cH:34]1)[S:21][c:20]1[c:19]-2[cH:41][cH:40][cH:39][cH:38]1)[CH3:42].[ClH:1]>>[CH3:9][N:10]([CH2:11][CH2:12][CH2:13][O:14][CH2:15][c:16]1[nH:17][c:18]2[c:24]([n:25]1)-[c:23]1[c:22]([cH:37][cH:36][cH:35][cH:34]1)[S:21][c:20]1[c:19]-2[cH:41][cH:40][cH:39][cH:38]1)[CH3:42]. The reactants are O=C(NC(Cc1ccccc1)C(O)CNOC1CCOCC1)OC1COC2OCCC12, C1CCOC1, CCOC(C)=O, CCN(C(C)C)C(C)C, O=S(=O)(Cl)c1ccc2c(c1)OCO2. Product: O=C(NC(Cc1ccccc1)C(O)CN(OC1CCOCC1)S(=O)(=O)c1ccc2c(c1)OCO2)OC1COC2OCCC12. RXN SMILES: [CH2:1]([c:2]1[cH:3][cH:4][cH:5][cH:6][cH:7]1)[CH:8]([CH:9]([CH2:10][NH:11][O:12][CH:13]1[CH2:14][CH2:15][O:16][CH2:17][CH2:18]1)[OH:19])[NH:20][C:21]([O:22][CH:23]1[CH2:24][O:25][CH:26]2[O:27][CH2:28][CH2:29][CH:30]12)=[O:31].[CH2:54]1[O:55][CH2:56][CH2:57][CH2:58]1.[CH3:59][CH2:60][O:61][C:62](=[O:63])[CH3:64].[CH:45]([N:46]([CH:47]([CH3:48])[CH3:49])[CH2:50][CH3:51])([CH3:52])[CH3:53].[O:32]1[CH2:33][O:34][c:35]2[c:36]1[cH:37][cH:38][c:39]([S:41](=[O:42])(=[O:43])[Cl:44])[cH:40]2>>[CH2:1]([c:2]1[cH:3][cH:4][cH:5][cH:6][cH:7]1)[CH:8]([CH:9]([CH2:10][N:11]([O:12][CH:13]1[CH2:14][CH2:15][O:16][CH2:17][CH2:18]1)[S:41]([c:39]1[cH:38][cH:37][c:36]2[c:35]([cH:40]1)[O:34][CH2:33][O:32]2)(=[O:42])=[O:43])[OH:19])[NH:20][C:21]([O:22][CH:23]1[CH2:24][O:25][CH:26]2[O:27][CH2:28][CH2:29][CH:30]12)=[O:31]. Reactants: NCCCCCN (1,5-diaminopentane), C1(=CC=CC2=CC=CC=C12)S(=O)(=O)Cl (1-naphthalenesulfonyl chloride). The solvent is C(C)#N (acetonitrile). Conditions: time 1 hour. Product: C1(=CC=CC2=CC=CC=C12)S(=O)(=O)NCCCCCN (5-(1-naphthalenesulfonyl)aminopentylamine). Isolated yield 84.2%. Reaction SMILES: [NH2:1][CH2:2][CH2:3][CH2:4][CH2:5][CH2:6][NH2:7].[C:8]1([S:18](Cl)(=[O:20])=[O:19])[C:17]2[C:12](=[CH:13][CH:14]=[CH:15][CH:16]=2)[CH:11]=[CH:10][CH:9]=1>C(#N)C>[C:8]1([S:18]([NH:1][CH2:2][CH2:3][CH2:4][CH2:5][CH2:6][NH2:7])(=[O:20])=[O:19])[C:17]2[C:12](=[CH:13][CH:14]=[CH:15][CH:16]=2)[CH:11]=[CH:10][CH:9]=1. Procedure details: Under ice cooling, 7.91 g of 1,5-diaminopentane was added dropwise with 240 mL of acetonitrile solution in which 1.75 g of 1-naphthalenesulfonyl chloride was dissolved, and the mixture was stirred at room temperature for 1 hour. The reaction mixture was evaporated under reduced pressure, and the residue was added with 500 mL of water and extracted with dichloromethane. The organic layer was dried over anhydrous magnesium sulfate, and the solvent was evaporated under reduced pressure to obtain 1....